describe an organic reaction: reactants, conditions, products, and yield From a dataset of the Open Reaction Database (ORD), a public repository of structured organic reaction records. The reactants are CCCCO, CCN(C(C)C)C(C)C, NC1CCC1, Clc1nc(Cl)c2nc[nH]c2n1. The product is Clc1nc(NC2CCC2)c2nc[nH]c2n1. Reaction SMILES: [CH2:26]([OH:27])[CH2:28][CH2:29][CH3:30].[CH:12]([N:13]([CH2:14][CH3:15])[CH:16]([CH3:17])[CH3:18])([CH3:19])[CH3:20].[CH:21]1([NH2:25])[CH2:22][CH2:23][CH2:24]1.[Cl:1][c:2]1[n:3][c:4]([Cl:11])[c:5]2[n:6][cH:7][nH:8][c:9]2[n:10]1>>[Cl:1][c:2]1[n:3][c:4]([NH:25][CH:21]2[CH2:22][CH2:23][CH2:24]2)[c:5]2[n:6][cH:7][nH:8][c:9]2[n:10]1.